The task is: describe an organic reaction: reactants, conditions, products, and yield. This data is from the Open Reaction Database (ORD), a public repository of structured organic reaction records. Starting materials: [Ba+2], CC(=O)[O-], CC(=O)[O-], CSc1nc(Cl)c2ccc(=O)n(-c3c(F)cccc3F)c2n1, Cc1ccc(N)cc1I, C1COCCO1, [OH-], [OH-], O, O, O, O, O, O, O, O, O, [Pd+2]. Yields the product CSc1nc(-c2cc(N)ccc2C)c2ccc(=O)n(-c3c(F)cccc3F)c2n1. RXN SMILES: [Ba+2:20].[C:50]([O-:51])(=[O:52])[CH3:53].[C:54]([O-:55])(=[O:56])[CH3:57].[Cl:22][c:23]1[c:24]2[c:25]([n:26][c:27]([S:29][CH3:30])[n:28]1)[n:31](-[c:36]1[c:37]([F:43])[cH:38][cH:39][cH:40][c:41]1[F:42])[c:32](=[O:35])[cH:33][cH:34]2.[I:1][c:2]1[cH:3][c:4]([NH2:5])[cH:6][cH:7][c:8]1[CH3:9].[O:44]1[CH2:45][CH2:46][O:47][CH2:48][CH2:49]1.[OH-:19].[OH-:21].[OH2:10].[OH2:11].[OH2:12].[OH2:13].[OH2:14].[OH2:15].[OH2:16].[OH2:17].[OH2:18].[Pd+2:58]>>[c:2]1(-[c:23]2[c:24]3[c:25]([n:26][c:27]([S:29][CH3:30])[n:28]2)[n:31](-[c:36]2[c:37]([F:43])[cH:38][cH:39][cH:40][c:41]2[F:42])[c:32](=[O:35])[cH:33][cH:34]3)[cH:3][c:4]([NH2:5])[cH:6][cH:7][c:8]1[CH3:9]. Reactants: [N+](=O)([O-])C1=CC=C(N)C=C1 (4-nitro-aniline), ClC(C(=O)O)(Cl)Cl (trichloroacetic acid), cuprous chloride, COC(OC)OC (trimethylorthoformate), C1=CC=CC=C1 (benzene), Cl (hydrochloric acid), N(=O)[O-].[Na+] (sodium nitrite). The solvent is O (water). Reaction conditions: temperature 60 celsius, time 22 hour. Yields the product [N+](=O)([O-])C1=CC=C(C=C1)C1=CC=CC=C1 (4-nitro-biphenyl). The yield is 106.7%. As a reaction SMILES: [N+:1]([C:4]1[CH:10]=[CH:9][C:7](N)=[CH:6][CH:5]=1)([O-:3])=[O:2].ClC(Cl)(Cl)C(O)=O.COC(OC)OC.[CH:25]1[CH:30]=[CH:29][CH:28]=[CH:27][CH:26]=1.N([O-])=O.[Na+].Cl>O>[N+:1]([C:4]1[CH:10]=[CH:9][C:7]([C:25]2[CH:30]=[CH:29][CH:28]=[CH:27][CH:26]=2)=[CH:6][CH:5]=1)([O-:3])=[O:2] |f:4.5|. Reported procedure: A mixture of 4-nitro-aniline (3.77 g; 0.0273 mole), trichloroacetic acid (6 g; 0.0367 mole), cuprous chloride (0.14 g; 0.0014 mole) and trimethylorthoformate (5.8 g; 0.0548 mole) in benzene (140.6 g; 1.8 mole) was heated to 60° C. Aliquots of sodium nitrite (2.3 g; 0.0333 mole) were added to the thus obtained mixture. The mixture was maintained under stirring for 22 hours at 60° C. and then hydrolyzed with water and diluted hydrochloric acid. The organic layer was separated, washed with water an... The reactants are CC1CCCN1CCCOc1ccc(-c2c3c(nc4ccnn24)CCCCC3)cc1, CC1CCCN1, ClCCCOc1ccc(-c2c3c(nc4ccnn24)CCC3)cc1. The product is CC1CCCN1CCCOc1ccc(-c2c3c(nc4ccnn24)CCC3)cc1. As a reaction SMILES: [CH3:1][CH:2]1[N:3]([CH2:7][CH2:8][CH2:9][O:10][c:11]2[cH:12][cH:13][c:14](-[c:17]3[n:18]4[n:19][cH:20][cH:21][c:22]4[n:23][c:24]4[c:25]3[CH2:26][CH2:28][CH2:27][CH2:29][CH2:30]4)[cH:15][cH:16]2)[CH2:4][CH2:5][CH2:6]1.[CH3:54][CH:55]1[CH2:56][CH2:57][CH2:58][NH:59]1.[Cl:31][CH2:32][CH2:33][CH2:34][O:35][c:36]1[cH:37][cH:38][c:39](-[c:40]2[n:41]3[c:42]([cH:43][cH:44][n:45]3)[n:46][c:47]3[c:48]2[CH2:49][CH2:50][CH2:51]3)[cH:52][cH:53]1>>[CH3:1][CH:2]1[N:3]([CH2:7][CH2:8][CH2:9][O:10][c:11]2[cH:12][cH:13][c:14](-[c:17]3[n:18]4[n:19][cH:20][cH:21][c:22]4[n:23][c:24]4[c:25]3[CH2:26][CH2:29][CH2:30]4)[cH:15][cH:16]2)[CH2:4][CH2:5][CH2:6]1. Starting materials: C(C1=CC=CC=C1)OC1=CC=C(CN2N=C(C(=C2)CC(C(=O)OCC)C(=O)OCC)C2=CC=CC=C2)C=C1 (diethyl 2-[1-(4-benzyloxybenzyl)-3-phenyl-1H-pyrazol-4-ylmethyl]malonate), [OH-].[K+] (potassium hydroxide), Cl (hydrochloric acid). The solvent is C(C)O (ethanol). Run at temperature 110 celsius, time 2 hour. The product is C(C1=CC=CC=C1)OC1=CC=C(CN2N=C(C(=C2)CCC(=O)O)C2=CC=CC=C2)C=C1 (3-[1-(4-benzyloxybenzyl)-3-phenyl-1H-pyrazol-4-yl]propionic acid). Yield: 99.3%. RXN SMILES: [CH2:1]([O:8][C:9]1[CH:38]=[CH:37][C:12]([CH2:13][N:14]2[CH:18]=[C:17]([CH2:19][CH:20](C(OCC)=O)[C:21]([O:23]CC)=[O:22])[C:16]([C:31]3[CH:36]=[CH:35][CH:34]=[CH:33][CH:32]=3)=[N:15]2)=[CH:11][CH:10]=1)[C:2]1[CH:7]=[CH:6][CH:5]=[CH:4][CH:3]=1.[OH-].[K+].Cl>C(O)C>[CH2:1]([O:8][C:9]1[CH:38]=[CH:37][C:12]([CH2:13][N:14]2[CH:18]=[C:17]([CH2:19][CH2:20][C:21]([OH:23])=[O:22])[C:16]([C:31]3[CH:36]=[CH:35][CH:34]=[CH:33][CH:32]=3)=[N:15]2)=[CH:11][CH:10]=1)[C:2]1[CH:3]=[CH:4][CH:5]=[CH:6][CH:7]=1 |f:1.2|. Reported procedure: A mixture of diethyl 2-[1-(4-benzyloxybenzyl)-3-phenyl-1H-pyrazol-4-ylmethyl]malonate (9.41 g), 4N aqueous potassium hydroxide solution (30 ml), and ethanol (30 ml) was refluxed for 1 hour. The reaction mixture was acidified with dilute hydrochloric acid, which was extracted with ethyl acetate. The ethyl acetate layer was washed with saturated aqueous sodium chloride solution, dried (MgSO4), then concentrated. The residue was dissolved in pyridine (20 ml), which was stirred at 110° C. for 2 hour...